Dataset: the Open Reaction Database (ORD), a public repository of structured organic reaction records. Task: describe an organic reaction: reactants, conditions, products, and yield The reactants are O=C1C(=C2C(=CN1)C(C=1C=CC=CC12)=O)C#N (3,9-dihydro-3,9-dioxo-2H-indeno-[2,1-c]pyridine-4-carbonitrile), S(O)(O)(=O)=O (sulfuric acid). Run in O (water), O (water). The product is O=C1C(=C2C(=CN1)C(C=1C=CC=CC12)=O)C(=O)N (3,9-dihydro-3,9-dioxo-2H-indeno[2,1-c]pyridine-4-carboxamide). RXN SMILES: [O:1]=[C:2]1[NH:7][CH:6]=[C:5]2[C:8](=[O:15])[C:9]3[CH:10]=[CH:11][CH:12]=[CH:13][C:14]=3[C:4]2=[C:3]1[C:16]#[N:17].S(=O)(=O)(O)[OH:19]>O>[O:1]=[C:2]1[NH:7][CH:6]=[C:5]2[C:8](=[O:15])[C:9]3[CH:10]=[CH:11][CH:12]=[CH:13][C:14]=3[C:4]2=[C:3]1[C:16]([NH2:17])=[O:19]. Procedure details: A mixture of 5 parts of 3,9-dihydro-3,9-dioxo-2H-indeno-[2,1-c]pyridine-4-carbonitrile, 46 parts of concentrated sulfuric acid, and 1 part of water is heated at 60°-65° for 41/2 hours, then slowly diluted with 200 parts of water. The copious precipitate which forms is filtered off, washed with water, and crystallized from acetic acid to give 3,9-dihydro-3,9-dioxo-2H-indeno[2,1-c]pyridine-4-carboxamide melting above 300°. The product has the formula ##STR16## The reactants are ClCC(CC(=O)OC)=O (methyl 4-chloro-3-oxobutyrate), C(CCC(=O)N)(=O)N (succinamide), ClC(CC(=O)OC)=O (methyl 3-chloro-3-oxopropionate), NC1=CC=CC=C1 (aniline). The product is COC(CCC(=O)NC1=CC=CC=C1)=O (N-Phenyl-succinamic acid methyl ester). RXN SMILES: Cl[CH2:2][C:3](=O)[CH2:4][C:5]([O:7][CH3:8])=[O:6].ClC(=O)CC(OC)=[O:14].[NH2:18][C:19]1[CH:24]=[CH:23][CH:22]=[CH:21][CH:20]=1.C(N)(=O)CCC(N)=O>>[CH3:8][O:7][C:5](=[O:6])[CH2:4][CH2:3][C:2]([NH:18][C:19]1[CH:24]=[CH:23][CH:22]=[CH:21][CH:20]=1)=[O:14]. Procedure details: Using the same reaction conditions as described in Example 20-step a except that methyl 4-chloro-3-oxobutyrate replaced methyl 3-chloro-3-oxopropionate, aniline (2.33 g, 25 mmol) was converted to the succinamide compound (5.18 g, 100%) after purification by chromatography over silica gel. 1H NMR (400 MHz, CDCl3) δ: 7.70 (s, 1H), 7.50 (d, 2H), 7.30 (t, 2H), 7.09 (m, 1H), 3.70 (s, 3H), 2.73–2.65 (m, 4H). The reactants are N1=CC=CC=C1 (Pyridine), NC=1C=CC(=C(C1)F)N1CC(N(CC1)CC)=O (5-Amino-2-(4-ethyl-3-oxopiperazin-1-yl)fluorobenzene), ClC(=O)OCC1=CC=CC=C1 (Benzyl chloroformate). Run at temperature -20 celsius, time 10 minute. The solvent is ClCCl (dichloromethane). Reported procedure: 5-Amino-2-(4-ethyl-3-oxopiperazin-1-yl)fluorobenzene (2.95 g) was dissolved in dry dichloromethane (50 ml) under argon. Pyridine (1.26 ml) was added, and the mixture cooled to -20° C. Benzyl chloroformate (1.95 ml) was added, and the mixture stirred for 10 minutes at -20° C., before allowing the temperature to rise to ambient over 1.5 hours. Solvents were evaporated, the residue dissolved in dichloromethane and washed with sodium bicarbonate solution. After drying (MgSO4) and evaporation of solv... Product: C(C1=CC=CC=C1)OC(=O)NC=1C=CC(=C(C1)F)N1CC(N(CC1)CC)=O (5-benzyloxycarbonylamino-2-(4-ethyl-3-oxopiperazin-1-yl)fluorobenzene). RXN SMILES: [NH2:1][C:2]1[CH:3]=[CH:4][C:5]([N:9]2[CH2:14][CH2:13][N:12]([CH2:15][CH3:16])[C:11](=[O:17])[CH2:10]2)=[C:6]([F:8])[CH:7]=1.N1C=CC=CC=1.Cl[C:25]([O:27][CH2:28][C:29]1[CH:34]=[CH:33][CH:32]=[CH:31][CH:30]=1)=[O:26]>ClCCl>[CH2:28]([O:27][C:25]([NH:1][C:2]1[CH:3]=[CH:4][C:5]([N:9]2[CH2:14][CH2:13][N:12]([CH2:15][CH3:16])[C:11](=[O:17])[CH2:10]2)=[C:6]([F:8])[CH:7]=1)=[O:26])[C:29]1[CH:34]=[CH:33][CH:32]=[CH:31][CH:30]=1. Reactants: C(C)O\C=C/C1=NC(=NC=C1C#N)SC (4-[(Z)-2-ethoxyvinyl]-2-(methylthio)-5-pyrimidinecarbonitrile), C(O)([O-])=O.[Na+] (sodium hydrogen carbonate), BrN1C(CCC1=O)=O (N-bromosuccinimide), C(C)C=1C(=NC=CC1)N (3-ethylpyridine-2-amine). Run in O1CCOCC1 (1,4-dioxane), O (water). Reaction conditions: time 1 hour. Yields the product C(C)C=1C=2N(C=CC1)C(=CN2)C2=NC(=NC=C2C#N)SC (4-(8-ethylimidazo[1,2-a]pyridin-3-yl)-2-(methylthio)pyrimidine-5-carbonitrile). Yield: 68.3%. As a reaction SMILES: C(O/[CH:4]=[CH:5]\[C:6]1[C:11]([C:12]#[N:13])=[CH:10][N:9]=[C:8]([S:14][CH3:15])[N:7]=1)C.BrN1C(=O)CCC1=O.[CH2:24]([C:26]1[C:27]([NH2:32])=[N:28][CH:29]=[CH:30][CH:31]=1)[CH3:25].C(=O)([O-])O.[Na+]>O1CCOCC1.O>[CH2:24]([C:26]1[C:27]2[N:28]([C:5]([C:6]3[C:11]([C:12]#[N:13])=[CH:10][N:9]=[C:8]([S:14][CH3:15])[N:7]=3)=[CH:4][N:32]=2)[CH:29]=[CH:30][CH:31]=1)[CH3:25] |f:3.4|. Procedure: 4.89 g of 4-[(Z)-2-ethoxyvinyl]-2-(methylthio)-5-pyrimidinecarbonitrile (synthesized according to the method disclosed in International Publication WO2006/025567, page 90 to 91) was dissolved in a mixed solvent of 50 mL of 1,4-dioxane and 5 mL of water, then 3.93 g of N-bromosuccinimide was added under an ice-cold condition, and the mixture was stirred for 1 hour at room temperature. To the reaction solution was added 2.7 g of 3-ethylpyridine-2-amine (synthesized according to the method disclose... Starting materials: CC(C)(C)[Si](C)(C)OC1CC(=O)OC(=O)C1, N, [NH4+], C1COCCO1, [OH-]. Yields the product CC(C)(C)[Si](C)(C)OC1CC(=O)NC(=O)C1. RXN SMILES: [C:1]([CH3:2])([CH3:3])([CH3:4])[Si:5]([O:6][CH:7]1[CH2:8][C:9](=[O:14])[O:10][C:11](=[O:13])[CH2:12]1)([CH3:15])[CH3:16].[NH3:19].[NH4+:17].[O:20]1[CH2:21][CH2:22][O:23][CH2:24][CH2:25]1.[OH-:18]>>[C:1]([CH3:2])([CH3:3])([CH3:4])[Si:5]([O:6][CH:7]1[CH2:8][C:9](=[O:10])[NH:17][C:11](=[O:13])[CH2:12]1)([CH3:15])[CH3:16]. Starting materials: C(C)(C)(C)OC(N[C@H]([C@H](C[C@@H](C)C(NCCC(C)(C)C)=O)O)CC1=CC=CC=C1)=O ([(1S,2S,4R)-1-Benzyl-4-(3,3-dimethylbutylcarbamoyl)-2-hydroxypentyl]-carbamic acid t-butyl ester), C1(=CCCCC1)CCN (2-(1-cyclohexenyl)ethylamine), C(C)(C)OC=1C=C(C(=O)N[C@@H](CC2=CC=CC=C2)[C@H]2OC([C@@H](C2)C)=O)C=C(C1)N1C(CCC1)=O (3-Isopropoxy-N-[(S)-1-((2S,4R)-4-methyl-5-oxotetrahydrofuran-2-yl)-2-phenylethyl]-5-(2-oxopyrrolidin-1-yl)benzamide). Yields the product C(C1=CC=CC=C1)[C@@H]([C@H](C[C@@H](C)C(NCCC1=CCCCC1)=O)O)NC(C1=CC(=CC(=C1)N1C(CCC1)=O)OC(C)C)=O (N-[(1S,2S,4R)-1-Benzyl-4-(cyclohex-1-enylethylcarbamoyl)-2-hydroxypentyl]-3-isopropoxy-5-(2-oxopyrrolidin-1-yl)benzamide). RXN SMILES: C(OC(=O)N[C@@H](CC1C=CC=CC=1)[C@@H](O)C[C@H](C(=O)NCCC(C)(C)C)C)(C)(C)C.[C:31]1([CH2:37][CH2:38][NH2:39])[CH2:36][CH2:35][CH2:34][CH2:33][CH:32]=1.[CH:40]([O:43][C:44]1[CH:45]=[C:46]([CH:65]=[C:66]([N:68]2[CH2:72][CH2:71][CH2:70][C:69]2=[O:73])[CH:67]=1)[C:47]([NH:49][C@H:50]([C@@H:58]1[CH2:62][C@@H:61]([CH3:63])[C:60](=[O:64])[O:59]1)[CH2:51][C:52]1[CH:57]=[CH:56][CH:55]=[CH:54][CH:53]=1)=[O:48])([CH3:42])[CH3:41]>>[CH2:51]([C@H:50]([NH:49][C:47](=[O:48])[C:46]1[CH:65]=[C:66]([N:68]2[CH2:72][CH2:71][CH2:70][C:69]2=[O:73])[CH:67]=[C:44]([O:43][CH:40]([CH3:42])[CH3:41])[CH:45]=1)[C@@H:58]([OH:59])[CH2:62][C@H:61]([C:60](=[O:64])[NH:39][CH2:38][CH2:37][C:31]1[CH2:36][CH2:35][CH2:34][CH2:33][CH:32]=1)[CH3:63])[C:52]1[CH:53]=[CH:54][CH:55]=[CH:56][CH:57]=1. Reported procedure: Prepared in an analogous manner to D1 from 2-(1-cyclohexenyl)ethylamine and 3-isopropoxy-N-[(S)-1-((2S,4R)-4-methyl-5-oxotetrahydrofuran-2-yl)-2-phenylethyl]-5-(2-oxopyrrolidin-1-yl)benzamide (D49).